This data is from the Open Reaction Database (ORD), a public repository of structured organic reaction records. The task is: describe an organic reaction: reactants, conditions, products, and yield Reactants: C1C=CCC2C(C3=CC=CC=C3C(C12)=O)=O (1,4,4a,9a-tetrahydro-anthraquinone), [H][H] (hydrogen). The reagents and catalysts are catalyst, [Pd] (palladium). Run in C(C)(=O)O (acetic acid). Conditions: temperature 100 celsius, time 4 hour. Product: C1CCCC2=C(C3=CC=CC=C3C(=C12)O)O (1,2,3,4-tetrahydro-9,10-anthracene-diol). Isolated yield 86.7%. Reaction SMILES: [CH2:1]1[CH:14]2[CH:5]([C:6](=[O:16])[C:7]3[C:12]([C:13]2=[O:15])=[CH:11][CH:10]=[CH:9][CH:8]=3)[CH2:4][CH:3]=[CH:2]1.[H][H]>[Pd].C(O)(=O)C>[CH2:4]1[C:5]2[C:14](=[C:13]([OH:15])[C:12]3[C:7]([C:6]=2[OH:16])=[CH:8][CH:9]=[CH:10][CH:11]=3)[CH2:1][CH2:2][CH2:3]1. Procedure: 300 ml of acetic acid, 64 g of 1,4,4a,9a-tetrahydro-anthraquinone and 0.6 g of a catalyst containing 5% of palladium deposited on charcoal are introduced into an autoclave. The charge is heated to 100° C. and hydrogen is introduced under a pressure of 30 bars. The reaction is continued for 4 hours while maintaining the pressure at between 20 and 30 bars. After cooling, the precipitate obtained is separated by filtration, washed with water and dried. 56 Grams of 1,2,3,4-tetrahydro-9,10-anthracene...